This data is from the Open Reaction Database (ORD), a public repository of structured organic reaction records. The task is: describe an organic reaction: reactants, conditions, products, and yield Yields the product CC1CC(CC(C1CC=C(C)C)C)=O (3,5-dimethyl-4-(3-methyl-2-butenyl) cyclohexanone). Yield: 87.4%. Reaction SMILES: [CH3:1][C:2]1[CH:7]([CH2:8][CH:9]=[C:10]([CH3:12])[CH3:11])[CH:6]([CH3:13])[CH2:5][C:4](=[O:14])[CH:3]=1.[H][H]>[OH-].[K+].[Pd]>[CH3:1][CH:2]1[CH:7]([CH2:8][CH:9]=[C:10]([CH3:12])[CH3:11])[CH:6]([CH3:13])[CH2:5][C:4](=[O:14])[CH2:3]1 |f:2.3|. Reactants: CC1=CC(CC(C1CC=C(C)C)C)=O (3,5-dimethyl-4-(3-methyl-2-butenyl)-2-cyclohexen-1-one), [H][H] (hydrogen). Reagents/catalysts: [Pd] (palladium on carbon). Procedure details: A solution of 3,5-dimethyl-4-(3-methyl-2-butenyl)-2-cyclohexen-1-one (8.2 g, 0.043 mol) in 0.3 M ethanolic KOH (16 mL) was hydrogenated at room temperature and 1 atmosphere over 5% palladium on carbon (0.8 g). After uptake of 1 equivalent of hydrogen, the solution was filtered through Celite and concentrated. The residue was partitioned between hexane and water; then the hexane layer was dried (Na2SO4) and the solvent removed on a rotary evaporator. Kugelrohr distillation gave 7.3 g of 3,5-dimet... Solvent: [OH-].[K+] (KOH). Reactants: C1CCOC1, C[Si](C)(C)[N-][Si](C)(C)C, Cc1cc(Cl)ccn1, COC(=O)c1ccc(Cl)cc1, [Li+]. Yields the product O=C(Cc1cc(Cl)ccn1)c1ccc(Cl)cc1. RXN SMILES: [CH2:30]1[O:31][CH2:32][CH2:33][CH2:34]1.[CH3:21][Si:22]([N-:23][Si:24]([CH3:25])([CH3:26])[CH3:27])([CH3:28])[CH3:29].[Cl:1][c:2]1[cH:3][c:4]([CH3:8])[n:5][cH:6][cH:7]1.[Cl:9][c:10]1[cH:11][cH:12][c:13]([C:14](=[O:15])[O:16][CH3:17])[cH:18][cH:19]1.[Li+:20]>>[Cl:1][c:2]1[cH:3][c:4]([CH2:8][C:14]([c:13]2[cH:12][cH:11][c:10]([Cl:9])[cH:19][cH:18]2)=[O:15])[n:5][cH:6][cH:7]1. Reactants: [Si](C1=CC=CC=C1)(C1=CC=CC=C1)(C(C)(C)C)OC1CN(C1)C=1SC=C(N1)C(=O)N1CCOCC1 (3-t-butyldiphenylsilyloxy-1-(4-morpholinocarbonyl-1,3-thiazol-2-yl)azetidine), [F-].C(CCC)[N+](CCCC)(CCCC)CCCC (tetra-n-butylammonium fluoride). Run in O1CCCC1 (tetrahydrofuran), O1CCCC1 (tetrahydrofuran). Conditions: time 1 hour. The product is O1CCN(CC1)C(=O)C=1N=C(SC1)N1CC(C1)O (1-(4-morpholinocarbonyl-1,3-thiazol-2-yl)-3-hydroxyazetidine). Isolated yield 97.2%. Reaction SMILES: [Si]([O:18][CH:19]1[CH2:22][N:21]([C:23]2[S:24][CH:25]=[C:26]([C:28]([N:30]3[CH2:35][CH2:34][O:33][CH2:32][CH2:31]3)=[O:29])[N:27]=2)[CH2:20]1)(C(C)(C)C)(C1C=CC=CC=1)C1C=CC=CC=1.[F-].C([N+](CCCC)(CCCC)CCCC)CCC>O1CCCC1>[O:33]1[CH2:32][CH2:31][N:30]([C:28]([C:26]2[N:27]=[C:23]([N:21]3[CH2:22][CH:19]([OH:18])[CH2:20]3)[S:24][CH:25]=2)=[O:29])[CH2:35][CH2:34]1 |f:1.2|. Procedure: To a solution of 3-t-butyldiphenylsilyloxy-1-(4-morpholinocarbonyl-1,3-thiazol-2-yl)azetidine (1.05 g, 2.07 mmol) (obtained as described in Reference Example 11(1)) in anhydrous tetrahydrofuran (32 ml) was added a solution of 1.0M tetra-n-butylammonium fluoride in tetrahydrofuran (2.48 ml, 2.48 mmol) and the reaction mixture was stirred for 1 hour. After checking the completion of the reaction, the reaction mixture was concentrated under reduced pressure and the residue was purified by chromatog... Reaction SMILES: CC1C(C)=CC=CC=1OCCCC(N1C2C(=C(C3C=CN=C(C(OC)=O)C=3)C=CC=2)CCC1)=O.[Br:35][C:36]1[CH:37]=[N:38][N:39]([CH2:41][C:42]2[CH:43]=[C:44]([CH:49]=[CH:50][CH:51]=2)[C:45]([O:47]C)=[O:46])[CH:40]=1>>[Br:35][C:36]1[CH:37]=[N:38][N:39]([CH2:41][C:42]2[CH:43]=[C:44]([CH:49]=[CH:50][CH:51]=2)[C:45]([OH:47])=[O:46])[CH:40]=1. Reported procedure: The title compound was prepared using a procedure analogous to Example 2 except that methyl 4-(1-(4-(2,3-dimethylphenoxy)butanoyl)-1,2,3,4-tetrahydroquinolin-5-yl)picolinate was replaced by methyl 3-((4-bromo-1H-pyrazol-1-yl)methyl)benzoate. LCMS, [M+H]+=281.0. The product is BrC=1C=NN(C1)CC=1C=C(C(=O)O)C=CC1 (3-((4-Bromo-1H-pyrazol-1-yl)methyl)benzoic acid). The reactants are CC1=C(OCCCC(=O)N2CCCC3=C(C=CC=C23)C2=CC(=NC=C2)C(=O)OC)C=CC=C1C (methyl 4-(1-(4-(2,3-dimethylphenoxy)butanoyl)-1,2,3,4-tetrahydroquinolin-5-yl)picolinate), BrC=1C=NN(C1)CC=1C=C(C(=O)OC)C=CC1 (methyl 3-((4-bromo-1H-pyrazol-1-yl)methyl)benzoate). Starting materials: CCOC(=O)c1cc2c(C)cccc2n1CCNC(=O)OC(C)(C)C, ClCCl, N, O, O=C(O)C(F)(F)F, Cc1ccc(S(=O)(=O)Cl)cc1. The product is CCOC(=O)c1cc2c(C)cccc2n1CCNS(=O)(=O)c1ccc(C)cc1. RXN SMILES: [C:1]([O:2][C:3](=[O:4])[NH:8][CH2:9][CH2:10][n:11]1[c:12]([C:21](=[O:22])[O:23][CH2:24][CH3:25])[cH:13][c:14]2[c:15]([CH3:20])[cH:16][cH:17][cH:18][c:19]12)([CH3:5])([CH3:6])[CH3:7].[Cl:46][CH2:47][Cl:48].[NH3:33].[OH2:45].[OH:26][C:27]([C:28]([F:29])([F:30])[F:31])=[O:32].[c:34]1([CH3:44])[cH:35][cH:36][c:37]([S:40](=[O:41])(=[O:42])[Cl:43])[cH:38][cH:39]1>>[NH:8]([CH2:9][CH2:10][n:11]1[c:12]([C:21](=[O:22])[O:23][CH2:24][CH3:25])[cH:13][c:14]2[c:15]([CH3:20])[cH:16][cH:17][cH:18][c:19]12)[S:40]([c:37]1[cH:36][cH:35][c:34]([CH3:44])[cH:39][cH:38]1)(=[O:41])=[O:42]. Starting materials: 93, ClCCN(S(=O)(=O)C1=CC=C(C=C1)C)CCCCl (N-(2-chloroethyl)-N-(3-chloropropyl)-4-methylbenzenesulfonamide), CC1=C(C=CC=C1C)N (2,3-dimethylbenzenamine), C([O-])([O-])=O.[Na+].[Na+] (sodium carbonate), [I-].[K+] (potassium iodide), C1(CCCCC1)O (cyclohexanol). Solvent: O (water), O (water). The product is 47.8, CC1=C(C=CC=C1C)N1CCN(CCC1)S(=O)(=O)C1=CC=C(C=C1)C (1-(2,3-dimethylphenyl)hexahydro-4-[(4-methylphenyl)sulfonyl]-1H-1,4-diazepine). Yield: 53.3%. Reaction SMILES: Cl[CH2:2][CH2:3][N:4]([CH2:15][CH2:16][CH2:17]Cl)[S:5]([C:8]1[CH:13]=[CH:12][C:11]([CH3:14])=[CH:10][CH:9]=1)(=[O:7])=[O:6].[CH3:19][C:20]1[C:25]([CH3:26])=[CH:24][CH:23]=[CH:22][C:21]=1[NH2:27].C(=O)([O-])[O-].[Na+].[Na+].[I-].[K+].C1(O)CCCCC1>O>[CH3:19][C:20]1[C:25]([CH3:26])=[CH:24][CH:23]=[CH:22][C:21]=1[N:27]1[CH2:17][CH2:16][CH2:15][N:4]([S:5]([C:8]2[CH:13]=[CH:12][C:11]([CH3:14])=[CH:10][CH:9]=2)(=[O:7])=[O:6])[CH2:3][CH2:2]1 |f:2.3.4,5.6|. Procedure details: A mixture of 93 parts of N-(2-chloroethyl)-N-(3-chloropropyl)-4-methylbenzenesulfonamide, 30.3 parts of 2,3-dimethylbenzenamine, 63.6 parts of sodium carbonate, 1 part of potassium iodide and 240 parts of cyclohexanol was stirred and refluxed over weekend using a water separator. After cooling, the reaction mixture was poured into water. The product was extracted with methylbenzene. The extract was washed twice with water, dried, filtered and evaporated. The residue was crystallized from 2-propa... The reactants are COCOc1ccc(C(c2ccc(OCOC)cc2)c2c(S(=O)(=O)N3CCN(c4ccccc4Cl)CC3)[nH]c3ccccc23)cc1, CN(C)CCCl, CN(C)C=O, [Cl-], Cl, [H-], [NH4+], [Na+], O. The product is COCOc1ccc(C(c2ccc(OCOC)cc2)c2c(S(=O)(=O)N3CCN(c4ccccc4Cl)CC3)n(CCN(C)C)c3ccccc23)cc1. As a reaction SMILES: [CH3:1][O:2][CH2:3][O:4][c:5]1[cH:6][cH:7][c:8]([CH:11]([c:12]2[c:13]([S:21](=[O:22])(=[O:23])[N:24]3[CH2:25][CH2:26][N:27]([c:30]4[c:31]([Cl:36])[cH:32][cH:33][cH:34][cH:35]4)[CH2:28][CH2:29]3)[nH:14][c:15]3[cH:16][cH:17][cH:18][cH:19][c:20]23)[c:37]2[cH:38][cH:39][c:40]([O:43][CH2:44][O:45][CH3:46])[cH:41][cH:42]2)[cH:9][cH:10]1.[CH3:50][N:51]([CH2:52][CH2:53][Cl:54])[CH3:55].[CH3:58][N:59]([CH3:60])[CH:61]=[O:62].[Cl-:56].[ClH:49].[H-:47].[NH4+:57].[Na+:48].[OH2:63]>>[CH3:1][O:2][CH2:3][O:4][c:5]1[cH:6][cH:7][c:8]([CH:11]([c:12]2[c:13]([S:21](=[O:22])(=[O:23])[N:24]3[CH2:25][CH2:26][N:27]([c:30]4[c:31]([Cl:36])[cH:32][cH:33][cH:34][cH:35]4)[CH2:28][CH2:29]3)[n:14]([CH2:53][CH2:52][N:51]([CH3:50])[CH3:55])[c:15]3[cH:16][cH:17][cH:18][cH:19][c:20]23)[c:37]2[cH:38][cH:39][c:40]([O:43][CH2:44][O:45][CH3:46])[cH:41][cH:42]2)[cH:9][cH:10]1.